The task is: describe an organic reaction: reactants, conditions, products, and yield. This data is from the Open Reaction Database (ORD), a public repository of structured organic reaction records. Reactants: O[C@@H](CN1CCCCC1)[C@H](C[C@@H](C(C)C)CNC(C1=C(C=CC=C1)OCCCOC)=O)NC(OC(C)(C)C)=O (tert-butyl (1(S)-(1(S)-hydroxy-2-piperidin-1-ylethyl)-3(S)-{[2-(3-methoxypropoxy)benzoylamino]methyl}-4-methylpentyl)carbamate), Cl (HCl). Product: Cl.Cl.N[C@@H](C[C@H](CNC(C1=C(C=CC=C1)OCCCOC)=O)C(C)C)[C@H](CN1CCCCC1)O (N-(4(S)-Amino-5(S)-hydroxy-2(S)-isopropyl-6-piperidin-1-ylhexyl)-2-(3-methoxypropoxy)-benzamide dihydrochloride). RXN SMILES: [OH:1][C@H:2]([C@@H:10]([NH:32]C(=O)OC(C)(C)C)[CH2:11][C@H:12]([CH2:16][NH:17][C:18](=[O:31])[C:19]1[CH:24]=[CH:23][CH:22]=[CH:21][C:20]=1[O:25][CH2:26][CH2:27][CH2:28][O:29][CH3:30])[CH:13]([CH3:15])[CH3:14])[CH2:3][N:4]1[CH2:9][CH2:8][CH2:7][CH2:6][CH2:5]1.[ClH:40]>>[ClH:40].[ClH:40].[NH2:32][C@H:10]([C@@H:2]([OH:1])[CH2:3][N:4]1[CH2:9][CH2:8][CH2:7][CH2:6][CH2:5]1)[CH2:11][C@@H:12]([CH:13]([CH3:15])[CH3:14])[CH2:16][NH:17][C:18](=[O:31])[C:19]1[CH:24]=[CH:23][CH:22]=[CH:21][C:20]=1[O:25][CH2:26][CH2:27][CH2:28][O:29][CH3:30] |f:2.3.4|. Procedure: The solution of 0.024 g of tert-butyl (1(S)-(1(S)-hydroxy-2-piperidin-1-ylethyl)-3(S)-{[2-(3-methoxypropoxy)benzoylamino]methyl}-4-methylpentyl)carbamate in 1 ml of 4M HCl (in dioxane) is stirred at 0° C. over 3 hours and subsequently concentrated by evaporation to dryness—the residue is dissolved in 1 ml of tert-butanol, frozen and lyophilized under high vacuum. The title compound is obtained as a white powder. Rf=0.09 (200:20:1 dichloromethane-methanol-25% conc. ammonia); Rt=2.95 (gradient I). Starting materials: OC1(CC=C(C=C1)O)OCC (4-hydroxyphenetylalcohol), BrCCCCCl (1-bromo-4-chlorobutane), C([O-])([O-])=O.[K+].[K+] (potassium carbonate), COC1=C(C=CC=C1)N1CCNCC1 (1-(2-methoxyphenyl)-piperazine), C([O-])([O-])=O.[Na+].[Na+] (sodium carbonate), [I-].[K+] (potassium iodide), N1C=NC=C1 (imidazole), C1(=CC=CC=C1)P(C1=CC=CC=C1)C1=CC=CC=C1 (triphenylphosphine), N(=NC(=O)OC(C)C)C(=O)OC(C)C (diisopropyl azodicarboxylate). Run in CC(=O)C (acetone). Run at time 2 hour. Yields the product N1(C=NC=C1)CCC1=CC=C(OCCCCN2CCN(CC2)C2=C(C=CC=C2)OC)C=C1 (1-{4-[4-(2-imidazol-1-yl-ethyl)-phenoxy]-butyl}-4-(2-methoxy-phenyl)-piperazine). Reaction SMILES: O[C:2]1([O:9][CH2:10][CH3:11])[CH:7]=[CH:6][C:5](O)=[CH:4][CH2:3]1.BrCC[CH2:15][CH2:16]Cl.C(=O)([O-])[O-].[K+].[K+].[CH3:24][O:25][C:26]1[CH:31]=[CH:30][CH:29]=[CH:28][C:27]=1[N:32]1[CH2:37][CH2:36][NH:35][CH2:34][CH2:33]1.C(=O)([O-])[O-].[Na+].[Na+].[I-].[K+].[NH:46]1[CH:50]=[CH:49][N:48]=[CH:47]1.[C:51]1(P(C2C=CC=CC=2)C2C=CC=CC=2)C=CC=C[CH:52]=1.N(C(OC(C)C)=O)=NC(OC(C)C)=O>CC(C)=O>[N:46]1([CH2:51][CH2:52][C:5]2[CH:6]=[CH:7][C:2]([O:9][CH2:10][CH2:11][CH2:15][CH2:16][N:35]3[CH2:36][CH2:37][N:32]([C:27]4[CH:28]=[CH:29][CH:30]=[CH:31][C:26]=4[O:25][CH3:24])[CH2:33][CH2:34]3)=[CH:3][CH:4]=2)[CH:50]=[CH:49][N:48]=[CH:47]1 |f:2.3.4,6.7.8,9.10|. Reported procedure: A mixture of 4-hydroxyphenetylalcohol (5 mmol), 1-bromo-4-chlorobutane (5 mmol), and potassium carbonate (15 mmol) was refluxed in 100 ml of acetone for 6 h. This solution was then concentrated in a rotary evaporator and diluted with ethyl acetate. This mixture was then washed with brine, and the resulting organic layer was dried and purified by column chromatography. The product was dissolved in isopropanol (50 ml) and was added with 1-(2-methoxyphenyl)-piperazine (5 mmol), sodium carbonate (15... Product: CC(C)(C)OC(=O)N1CCC(CCOS(C)(=O)=O)CC1. RXN SMILES: [CH3:17][S:18]([Cl:19])(=[O:20])=[O:21].[Cl:22][CH2:23][Cl:24].[OH:1][CH2:2][CH2:3][CH:4]1[CH2:5][CH2:6][N:7]([C:10](=[O:11])[O:12][C:13]([CH3:14])([CH3:15])[CH3:16])[CH2:8][CH2:9]1>>[O:1]([CH2:2][CH2:3][CH:4]1[CH2:5][CH2:6][N:7]([C:10](=[O:11])[O:12][C:13]([CH3:14])([CH3:15])[CH3:16])[CH2:8][CH2:9]1)[S:18]([CH3:17])(=[O:20])=[O:21]. Reactants: CS(=O)(=O)Cl, ClCCl, CC(C)(C)OC(=O)N1CCC(CCO)CC1. Starting materials: [OH-].[Na+] (NaOH), C(C=1C(O)=CC=CC1)(=O)OC(CCCCC)=O (methyl-5-n-pentanoyl salicylate), Cl (HCl). Solvent: O (water), CCO (EtOH). The product is C(CCCC)(=O)C1=CC=C(C(C(=O)O)=C1)O (5-n-pentanoyl salicylic acid). The yield is 90.0%. As a reaction SMILES: [C:1]([O:10]C(=O)CCCCC)(=[O:9])[C:2]1[C:3](=[CH:5][CH:6]=[CH:7][CH:8]=1)[OH:4].[OH-:18].[Na+].Cl>CCO.O>[C:7]([C:7]1[CH:8]=[C:2]([C:1]([OH:10])=[O:9])[C:3]([OH:4])=[CH:5][CH:6]=1)(=[O:18])[CH2:8][CH2:2][CH2:3][CH3:5] |f:1.2|. Procedure: 97.5 g of compound 17 (412 mmole) was dissolved in 530 ml EtOH and 1050 ml water. 87 g NaOH (2.19 mole) was added and the mixture was refluxed for 5 hours. Afterwards the mixture was acidified with concentrated HCl to pH 1. The formed precipitate was filtered off and dried under reduced pressure. 82 g was obtained (90% yield).